From a dataset of the Open Reaction Database (ORD), a public repository of structured organic reaction records. describe an organic reaction: reactants, conditions, products, and yield Starting materials: [Cl-].[Na+] (sodium chloride), [OH-].[Na+] (sodium hydroxide), [SH-] (hydrosulphide), [Cl-].[NH4+] (ammonium chloride), [N+](=O)([O-])C1=C(C=CC(=C1)[N+](=O)[O-])[O-] (2,4-dinitrophenolate), 202.6, [N+](=O)([O-])C1=C(C=CC(=C1)[N+](=O)[O-])Cl (2,4-dinitrochlorobenzene), [OH-].[Na+] (sodium hydroxide). Run in O (water), O (water). Reaction conditions: temperature 90 celsius. Yields the product NC1=C(C=CC(=C1)[N+](=O)[O-])[O-].[Na+] (sodium 2-amino-4-nitrophenolate). As a reaction SMILES: [N+](C1C=C([N+]([O-])=O)C=CC=1Cl)([O-])=O.[OH-].[Na+:15].[Cl-].[NH4+].[N+:18]([C:21]1[CH:26]=[C:25]([N+:27]([O-:29])=[O:28])[CH:24]=[CH:23][C:22]=1[O-:30])([O-])=O.[SH-].[Cl-].[Na+]>O>[NH2:18][C:21]1[CH:26]=[C:25]([N+:27]([O-:29])=[O:28])[CH:24]=[CH:23][C:22]=1[O-:30].[Na+:15] |f:1.2,3.4,7.8,10.11|. Procedure: A suspension of 202.6 parts of 2,4-dinitrochlorobenzene in 300 parts of water and 7 parts of 32.6% strength sodium hydroxide solution is heated to about 90° C., and 256 parts of 32.6% strength sodium hydroxide solution are added at 90° to 95° C. in the course of about 3 hours, whilst stirring. The mixture is subsequently stirred at 90° to 95° C. for about 2 hours and 400 parts of water and 184 parts of ammonium chloride are added to the resulting 2,4-dinitrophenolate suspension, whereupon a pH v...